The task is: describe an organic reaction: reactants, conditions, products, and yield. This data is from the Open Reaction Database (ORD), a public repository of structured organic reaction records. The reactants are CO (methanol), N(=[N+]=[N-])[Si](C)(C)C (Azidotrimethylsilane), C(CCC)[Sn](CCCC)=O (dibutyltin oxide), FC=1C=C(C=CC1C1=CCN(CC1)C#N)N1C(O[C@H](C1)CNC(C)=O)=O (N-((5S)-3-(3-fluoro-4-(1-cyano-1,2,5,6-tetrahydropyrid-4-yl)phenyl)-2-oxooxazolidin-5-ylmethyl)acetamide). Run in C1(=CC=CC=C1)C (toluene). Conditions: temperature 70 celsius, time 18 hour. Yields the product FC=1C=C(C=CC1C1=CCN(CC1)C1=NN=NN1)N1C(O[C@H](C1)CNC(C)=O)=O (N-((5S)-3-(3-Fluoro-4-(1-{tetrazol-5-yl}-1,2,5,6-tetrahydropyrid-4-yl)phenyl)-2-oxooxazolidin-5-ylmethyl)acetamide). Reaction SMILES: [N:1]([Si](C)(C)C)=[N+:2]=[N-:3].C([Sn](=O)CCCC)CCC.[F:18][C:19]1[CH:20]=[C:21]([N:33]2[CH2:37][C@H:36]([CH2:38][NH:39][C:40](=[O:42])[CH3:41])[O:35][C:34]2=[O:43])[CH:22]=[CH:23][C:24]=1[C:25]1[CH2:30][CH2:29][N:28]([C:31]#[N:32])[CH2:27][CH:26]=1.CO>C1(C)C=CC=CC=1>[F:18][C:19]1[CH:20]=[C:21]([N:33]2[CH2:37][C@H:36]([CH2:38][NH:39][C:40](=[O:42])[CH3:41])[O:35][C:34]2=[O:43])[CH:22]=[CH:23][C:24]=1[C:25]1[CH2:30][CH2:29][N:28]([C:31]2[NH:32][N:3]=[N:2][N:1]=2)[CH2:27][CH:26]=1. Procedure details: Azidotrimethylsilane (154 mg) and dibutyltin oxide (97 mg) were added to a stirred suspension of Example 24 (240 mg) in dry toluene (10 ml), and the mixture stirred at 70° C. for 18 hours. On cooling, methanol (5 ml) was added and after stirring for 10 minutes the solvent was evaporated. The title compound was isolated by MPLC (20% MeOH/CH2Cl2, Merck 9385 silica) and crystallised on evaporating the fractions to a small volume. The title product was filtered off washed with. a little cold methano... Starting materials: O.C1(=CC(O)=CC(C)=C1)O (Orcinol monohydrate), N1=CC=CC=C1 (pyridine), C(C)(=O)OC(C)=O (acetic anhydride). Conditions: time 17 hour. The product is C(C)(=O)OC=1C=C(C=C(C1)C)OC(C)=O (orcinol diacetate). Reaction SMILES: [OH2:1].[C:2]1([OH:10])[CH:9]=[C:7]([CH3:8])[CH:6]=[C:4]([OH:5])[CH:3]=1.[C:11](OC(=O)C)(=[O:13])[CH3:12].N1[CH:23]=[CH:22]C=CC=1>>[C:11]([O:5][C:4]1[CH:3]=[C:2]([O:10][C:22](=[O:1])[CH3:23])[CH:9]=[C:7]([CH3:8])[CH:6]=1)(=[O:13])[CH3:12] |f:0.1|. Procedure: Orcinol monohydrate (50 g) is dissolved in pyridine (400 ml), and thereto is added acetic anhydride (133 ml), and the mixture is stirred at room temperature for 17 hours. The reaction mixture is concentrated under reduced pressure, and the resulting residue is dissolved in ethyl acetate (500 ml). The mixture is washed successively with 10% hydrochloric acid, water, a saturated aqueous sodium hydrogen carbonate solution, and a saturated aqueous sodium chloride solution, dried, and concentrated un... The reactants are N1C(C=CC2=CC=CC=C12)=O (2-[1H]-quinolone), II (iodine), C([O-])([O-])=O.[Na+].[Na+] (sodium carbonate). Reagents/catalysts: S(=O)(=O)([O-])[O-].[Ag+2] (silver sulphate). Solvent: S(O)(O)(=O)=O (sulphuric acid). The product is IC=1C=C2C=CC(NC2=CC1)=O (6-iodo-2-[1H]-quinolone). RXN SMILES: [NH:1]1[C:10]2[C:5](=[CH:6][CH:7]=[CH:8][CH:9]=2)[CH:4]=[CH:3][C:2]1=[O:11].[I:12]I.C(=O)([O-])[O-].[Na+].[Na+]>S(=O)(=O)(O)O.S([O-])([O-])(=O)=O.[Ag+2]>[I:12][C:7]1[CH:6]=[C:5]2[C:10](=[CH:9][CH:8]=1)[NH:1][C:2](=[O:11])[CH:3]=[CH:4]2 |f:2.3.4,6.7|. Reported procedure: A solution of 2-[1H]-quinolone (2.0 g) and silver sulphate (2.14 g) in concentrated sulphuric acid (15.0 cm3) was stirred at room temperature during the addition of iodine (3.5 g). After heating at 50° for 24 hours the mixture was poured onto ice, the solution was neutralised with solid sodium carbonate and the solid was filtered off. This material was chromatographed on silica (Merck "MK 60.9385") eluting with chloroform to affford a residue which was recrystallised from methanol to give 6-iodo... Starting materials: NC(=O)C=1C=C(C=CC1OCC1=CC=CC=C1)C(CNCCC1=CC=C(NC2CCN(CC2)C(=O)NCCCCCCCC)C=C1)O (4-{4-[2-({2-[3-(Aminocarbonyl)-4-(benzyloxy)phenyl]-2-hydroxyethyl}-amino) ethyl]anilino}-N-octyl-1-piperidinecarboxamide), [H][H] (hydrogen). Reagents/catalysts: [Pd] (palladium on carbon). Run in C(C)O (ethanol). Product: C(CCCCCCC)NC(=O)N1CCC(CC1)NC1=CC=C(C=C1)CCNCC(O)C1=CC(=C(C=C1)O)C(N)=O (4-(4-{2-[2-(3-Carbamoyl-4-hydroxy-phenyl)-2-hydroxy-ethylamino]-ethyl}-phenylamino)-piperidine-1-carboxylic acid octylamide). RXN SMILES: [NH2:1][C:2]([C:4]1[CH:5]=[C:6]([CH:18]([OH:47])[CH2:19][NH:20][CH2:21][CH2:22][C:23]2[CH:46]=[CH:45][C:26]([NH:27][CH:28]3[CH2:33][CH2:32][N:31]([C:34]([NH:36][CH2:37][CH2:38][CH2:39][CH2:40][CH2:41][CH2:42][CH2:43][CH3:44])=[O:35])[CH2:30][CH2:29]3)=[CH:25][CH:24]=2)[CH:7]=[CH:8][C:9]=1[O:10]CC1C=CC=CC=1)=[O:3].[H][H]>C(O)C.[Pd]>[CH2:37]([NH:36][C:34]([N:31]1[CH2:32][CH2:33][CH:28]([NH:27][C:26]2[CH:45]=[CH:46][C:23]([CH2:22][CH2:21][NH:20][CH2:19][CH:18]([C:6]3[CH:7]=[CH:8][C:9]([OH:10])=[C:4]([C:2](=[O:3])[NH2:1])[CH:5]=3)[OH:47])=[CH:24][CH:25]=2)[CH2:29][CH2:30]1)=[O:35])[CH2:38][CH2:39][CH2:40][CH2:41][CH2:42][CH2:43][CH3:44]. Procedure details: 4-{4-[2-({2-[3-(Aminocarbonyl)-4-(benzyloxy)phenyl]-2-hydroxyethyl}-amino) ethyl]anilino}-N-octyl-1-piperidinecarboxamide was dissolved in ethanol (20 mL) and 10% palladium on carbon added (0.1 g). The mixture was shaken overnight on a Parr apparatus under 50 psi hydrogen, filtered through a Celite pad and the solvent removed in vacuo. The residue was purified by flash chromatography on silica gel Merck-60 (eluant: 5:1 chloroform-methanol) to yield the title compound (0.030 g, 0.05 mmol) The reactants are O=C(O)c1cccc(F)c1F, O=C1CCC(=O)N1I, [Na+], O=S(=O)(O)C(F)(F)F, O=S([O-])O. Yields the product O=C(O)c1cc(I)cc(F)c1F. As a reaction SMILES: [F:1][c:2]1[c:3]([C:4](=[O:5])[OH:6])[cH:7][cH:8][cH:9][c:10]1[F:11].[I:12][N:13]1[C:14](=[O:15])[CH2:16][CH2:17][C:18]1=[O:19].[Na+:24].[OH:25][S:26]([C:27]([F:28])([F:29])[F:30])(=[O:31])=[O:32].[S:20](=[O:21])([OH:22])[O-:23]>>[F:1][c:2]1[c:3]([C:4](=[O:5])[OH:6])[cH:7][c:8]([I:12])[cH:9][c:10]1[F:11]. Starting materials: Br, COc1c(F)cc(C(C)=O)cc1F, O. Yields the product CC(=O)c1cc(F)c(O)c(F)c1. RXN SMILES: [BrH:14].[F:1][c:2]1[cH:3][c:4]([C:11]([CH3:12])=[O:13])[cH:5][c:6]([F:10])[c:7]1[O:8][CH3:9].[OH2:15]>>[F:1][c:2]1[cH:3][c:4]([C:11]([CH3:12])=[O:13])[cH:5][c:6]([F:10])[c:7]1[OH:8].